Dataset: the Open Reaction Database (ORD), a public repository of structured organic reaction records. Task: describe an organic reaction: reactants, conditions, products, and yield Reactants: CON(C(CC1CC1)=O)C (N-methoxy-N-methylcyclopropaneacetamide), BrC1=CC=CC=2SC=CC21 (4-bromobenzo[b]thiophene), BrC1=CC=CC=2SC=CC21 (4-bromobenzo[b]thiophene), [Mg] (magnesium), II (iodine). Reagents/catalysts: solution. Run in O1CCCC1 (tetrahydrofuran), O1CCCC1 (tetrahydrofuran). Run at time 18 hour. The product is S1C2=C(C=C1)C(=CC=C2)C(CC2CC2)=O (1-(benzo[b]thiophen-4-yl)-2-cyclopropylethan-1-one). As a reaction SMILES: Br[C:2]1[C:10]2[CH:9]=[CH:8][S:7][C:6]=2[CH:5]=[CH:4][CH:3]=1.[Mg].II.CON(C)[C:17](=[O:22])[CH2:18][CH:19]1[CH2:21][CH2:20]1>O1CCCC1>[S:7]1[CH:8]=[CH:9][C:10]2[C:2]([C:17](=[O:22])[CH2:18][CH:19]3[CH2:21][CH2:20]3)=[CH:3][CH:4]=[CH:5][C:6]1=2. Reported procedure: A few drops of a solution of 4-bromobenzo[b]thiophene (2.84 g; prepared in a manner similar to that described in Example 9 Method A) in tetrahydrofuran (20 ml) was added under nitrogen to magnesium turnings (0.4 g). Two crystals of iodine were added and heat was applied to initiate the reaction. The remainder of the 4-bromobenzo[b]thiophene solution was added at reflux temperature over 20 minutes, then the mixture was heated under reflux for 2 hours. A solution of N-methoxy-N-methylcyclopropanea... Reactants: CCOC(=O)CCOCc1cccc(C)c1-c1cccc(S(=O)(=O)c2cc(C(=N)NC(=O)OC(C)(C)C)sc2SC)c1, C1CCOC1, CO, Cl, [Li+], [OH-], O, O. Product: CSc1sc(C(=N)NC(=O)OC(C)(C)C)cc1S(=O)(=O)c1cccc(-c2c(C)cccc2COCCC(=O)O)c1. Reaction SMILES: [CH2:1]([CH3:2])[O:3][C:4]([CH2:5][CH2:6][O:7][CH2:8][c:9]1[c:10](-[c:16]2[cH:17][c:18]([S:22](=[O:23])(=[O:24])[c:25]3[c:26]([S:40][CH3:41])[s:27][c:28]([C:30](=[NH:31])[NH:32][C:33](=[O:34])[O:35][C:36]([CH3:37])([CH3:38])[CH3:39])[cH:29]3)[cH:19][cH:20][cH:21]2)[c:11]([CH3:15])[cH:12][cH:13][cH:14]1)=[O:42].[CH2:47]1[O:48][CH2:49][CH2:50][CH2:51]1.[CH3:52][OH:53].[ClH:46].[Li+:45].[OH-:44].[OH2:43].[OH2:54]>>[O:3]=[C:4]([CH2:5][CH2:6][O:7][CH2:8][c:9]1[c:10](-[c:16]2[cH:17][c:18]([S:22](=[O:23])(=[O:24])[c:25]3[c:26]([S:40][CH3:41])[s:27][c:28]([C:30](=[NH:31])[NH:32][C:33](=[O:34])[O:35][C:36]([CH3:37])([CH3:38])[CH3:39])[cH:29]3)[cH:19][cH:20][cH:21]2)[c:11]([CH3:15])[cH:12][cH:13][cH:14]1)[OH:42]. The product is CC1=NOC(=C1COCCN1C=NC=2C(=NC=3C=CC=CC3C21)OC2=CC=CC=C2)C (1-{2-[(3,5-dimethylisoxazol-4-yl)methoxy]ethyl}-4-phenoxy-1H-imidazo[4,5-c]quinoline). As a reaction SMILES: [O:1]([C:8]1[C:17]2[N:18]=[CH:19][N:20]([CH2:21][CH2:22][OH:23])[C:16]=2[C:15]2[CH:14]=[CH:13][CH:12]=[CH:11][C:10]=2[N:9]=1)[C:2]1[CH:7]=[CH:6][CH:5]=[CH:4][CH:3]=1.Cl[CH2:25][C:26]1[C:27]([CH3:32])=[N:28][O:29][C:30]=1[CH3:31]>>[CH3:32][C:27]1[C:26]([CH2:25][O:23][CH2:22][CH2:21][N:20]2[C:16]3[C:15]4[CH:14]=[CH:13][CH:12]=[CH:11][C:10]=4[N:9]=[C:8]([O:1][C:2]4[CH:3]=[CH:4][CH:5]=[CH:6][CH:7]=4)[C:17]=3[N:18]=[CH:19]2)=[C:30]([CH3:31])[O:29][N:28]=1. Starting materials: O(C1=CC=CC=C1)C1=NC=2C=CC=CC2C2=C1N=CN2CCO (2-(4-phenoxy-1H-imidazo[4,5-c]quinolin-1-yl)ethanol), ClCC=1C(=NOC1C)C (4-(chloromethyl)-3,5-dimethylisoxazole). Yield: 52.9%. Reported procedure: Using the general method of Example 13 Part F, 2-(4-phenoxy-1H-imidazo[4,5-c]quinolin-1-yl)ethanol (0.82 g, 2.69 mmol) was reacted with 4-(chloromethyl)-3,5-dimethylisoxazole (0.43 g, 2.95 mmol) and purified to provide 0.59 g of 1-{2-[(3,5-dimethylisoxazol-4-yl)methoxy]ethyl}-4-phenoxy-1H-imidazo[4,5-c]quinoline as a white foamy solid. Starting materials: N (ammonia), amide, [K] (potassium), C(#N)C1=NC=CC=C1 (2-cyanopyridine), [K] (potassium), ferric nitrate, C=1(C(=CC=CC1)C#N)C (o-toluonitrile). Solvent: O1CCCC1 (tetrahydrofuran), O (water), O1CCCC1 (tetrahydrofuran). Reaction conditions: time 8 hour. Yields the product NC1=NC(=CC2=CC=CC=C12)C1=NC=CC=C1 (1-amino-3-(2-pyridyl)isoquinoline). Yield: 24.8%. RXN SMILES: N.[K].[C:3]1([CH3:11])[C:4]([C:9]#[N:10])=[CH:5][CH:6]=[CH:7][CH:8]=1.[C:12]([C:14]1[CH:19]=[CH:18][CH:17]=[CH:16][N:15]=1)#[N:13]>O.O1CCCC1>[NH2:10][C:9]1[C:4]2[C:3](=[CH:8][CH:7]=[CH:6][CH:5]=2)[CH:11]=[C:12]([C:14]2[CH:19]=[CH:18][CH:17]=[CH:16][N:15]=2)[N:13]=1 |^1:1|. Procedure: To 250 ml. of liquid ammonia under a nitrogen atmosphere are added 7.5 g. (0.19 gram atom) of potassium in small portions and a few crystals of ferric nitrate. When all the potassium has been converted into the amide (i.e. when the blue color disappears), 11.1 g. (0.095 mole) of o-toluonitrile in 30 ml. of anhydrous tetrahydrofuran are added, upon which the solution immediately takes on a red color. 19.8 g. (0.19 mole) of 2-cyanopyridine in 100 ml. of anhydrous tetrahydrofuran are then added. Th... The reactants are C(C=C)Br (Allyl bromide), C([O-])([O-])=O.[K+].[K+] (potassium carbonate), resultant mixture, C(C)OC(C(C1=CC(=C(C=C1)Cl)Cl)N=CC1=CC=CC=C1)=O (Ethyl(benzylidene-amino)-(3,4-dichlorophenyl)-acetate). The reagents and catalysts are [Br-].C(CCC)[N+](CCCC)(CCCC)CCCC (tetrabutylammonium bromide). Run in C(C)(=O)OCC (ethyl acetate). The product is C(C1=CC=CC=C1)=NC(C(=O)OCC)(CC=C)C1=CC(=C(C=C1)Cl)Cl (ethyl 2-(benzylidene-amino)-2-(3,4-dichlorophenyl)-4-pentenoate). The yield is 94.2%. As a reaction SMILES: [CH2:1]([O:3][C:4](=[O:22])[CH:5]([N:14]=[CH:15][C:16]1[CH:21]=[CH:20][CH:19]=[CH:18][CH:17]=1)[C:6]1[CH:11]=[CH:10][C:9]([Cl:12])=[C:8]([Cl:13])[CH:7]=1)[CH3:2].[CH2:23](Br)[CH:24]=[CH2:25].C(=O)([O-])[O-].[K+].[K+]>C(OCC)(=O)C.[Br-].C([N+](CCCC)(CCCC)CCCC)CCC>[CH:15](=[N:14][C:5]([C:6]1[CH:11]=[CH:10][C:9]([Cl:12])=[C:8]([Cl:13])[CH:7]=1)([CH2:25][CH:24]=[CH2:23])[C:4]([O:3][CH2:1][CH3:2])=[O:22])[C:16]1[CH:17]=[CH:18][CH:19]=[CH:20][CH:21]=1 |f:2.3.4,6.7|. Reported procedure: Ethyl(benzylidene-amino)-(3,4-dichlorophenyl)-acetate (1.41 mol) was dissolved in ethyl acetate (2.3 L). Allyl bromide (341 g), potassium carbonate (390 g), and tetrabutylammonium bromide (45 g) were added to the resultant mixture, followed by refluxing for 2.5 hours. The reaction mixture was left to cool to room temperature. The mixture was sequentially washed with water and saturated brine, dried over sodium sulfate anhydrate, and concentrated under reduced pressure, to thereby give the title ... The reactants are C(CC1=CC=CC=C1)N (phenethylamine), ClC=1C2=C(N=C(N1)C1=CC=NC=C1)SC(=C2)CC (4-chloro-2-(pyridin-4-yl)-6-ethyl-thieno-[2,3-d]-pyrimidine). Yields the product N1=CC=C(C=C1)C=1N=C(C2=C(N1)SC(=C2)CC)NCCC2=CC=CC=C2 (2-(pyridin-4-yl)-4-phenethylamino-6-ethyl-thieno-[2,3-d]-pyrimidine). Reaction SMILES: [CH2:1]([NH2:9])[CH2:2][C:3]1[CH:8]=[CH:7][CH:6]=[CH:5][CH:4]=1.Cl[C:11]1[C:12]2[CH:25]=[C:24]([CH2:26][CH3:27])[S:23][C:13]=2[N:14]=[C:15]([C:17]2[CH:22]=[CH:21][N:20]=[CH:19][CH:18]=2)[N:16]=1>>[N:20]1[CH:19]=[CH:18][C:17]([C:15]2[N:16]=[C:11]([NH:9][CH2:1][CH2:2][C:3]3[CH:8]=[CH:7][CH:6]=[CH:5][CH:4]=3)[C:12]3[CH:25]=[C:24]([CH2:26][CH3:27])[S:23][C:13]=3[N:14]=2)=[CH:22][CH:21]=1. Reported procedure: With the procedure of Example 1, the reaction of phenethylamine with 4-chloro-2-(pyridin-4-yl)-6-ethyl-thieno-[2,3-d]-pyrimidine yields 2-(pyridin-4-yl)-4-phenethylamino-6-ethyl-thieno-[2,3-d]-pyrimidine. Reactants: ClC1=CC=C(C(=O)C=2C(=CC3=CC=CC=C3C2)O)C=C1 (3-(p-chlorobenzoyl)-2-naphthol), O.NN (hydrazine hydrate). Solvent: C(COCCO)O (diethylene glycol). The product is ClC1=CC=C(C=C1)C1=NNC2=CC3=C(C=C12)C=CC=C3 (3-(p-chlorophenyl)-1H-benz[f]indazole). As a reaction SMILES: [Cl:1][C:2]1[CH:20]=[CH:19][C:5]([C:6]([C:8]2[C:9](O)=[CH:10][C:11]3[C:16]([CH:17]=2)=[CH:15][CH:14]=[CH:13][CH:12]=3)=O)=[CH:4][CH:3]=1.O.[NH2:22][NH2:23]>C(O)COCCO>[Cl:1][C:2]1[CH:20]=[CH:19][C:5]([C:6]2[C:8]3[C:9](=[CH:10][C:11]4[CH:12]=[CH:13][CH:14]=[CH:15][C:16]=4[CH:17]=3)[NH:23][N:22]=2)=[CH:4][CH:3]=1 |f:1.2|. Procedure: A solution of 37 g. of the 3-(p-chlorobenzoyl)-2-naphthol of Step 2, above, in a mixture of 300 ml. of diethylene glycol and 75 ml. of hydrazine hydrate is refluxed for 4 hours. It is then cooled and poured on ice-water to yield a precipitate which is collected by filtration. This solid is crystallized from a mixture of methylene chloride (dichloromethane) and ether (1:3) to yield the title product, m.p. 192°. Reactants: COC(CC1=C(CCC2=NC(=NC=C2C(F)(F)F)NC2=CC=C(C=C2)C2CCN(CC2)C(=O)OC(C)(C)C)C=CC(=C1)C(F)(F)F)=O (tert-Butyl 4-(4-((4-(2-(2-methoxy-2-oxoethyl)-4-(trifluoromethyl)phenethyl)-5-(trifluoromethyl)pyrimidin-2-yl)amino)phenyl)piperidine-1-carboxylate), O[Li].O (LiOH.H2O), O (water), C1CCOC1 (THF). Procedure details: tert-Butyl 4-(4-((4-(2-(2-methoxy-2-oxoethyl)-4-(trifluoromethyl)phenethyl)-5-(trifluoromethyl)pyrimidin-2-yl)amino)phenyl)piperidine-1-carboxylate (A107) (0.157 g, 0.236 mmol) and LiOH.H2O (0.080 g, 0.711 mmol) were suspended in MeOH (2 mL), water (2 mL) and THF (2 mL) and the resulting mixture stirred for 16 hours at room temperature. The volatiles were evaporated under reduced pressure to give the title compound A108; LCMS-A: rt 6.828 min; m/z 653.3 [M+H]+. The solvent is CO (MeOH). Yields the product C(C)(C)(C)OC(=O)N1CCC(CC1)C1=CC=C(C=C1)NC1=NC=C(C(=N1)CCC1=C(C=C(C=C1)C(F)(F)F)CC(=O)O)C(F)(F)F (2-(2-(2-(2-((4-(1-(tert-Butoxycarbonyl)piperidin-4-yl)phenyl)amino)-5-(trifluoromethyl)pyrimidin-4-yl)ethyl)-5-(trifluoromethyl)phenyl)acetic acid). As a reaction SMILES: C[O:2][C:3](=[O:47])[CH2:4][C:5]1[CH:42]=[C:41]([C:43]([F:46])([F:45])[F:44])[CH:40]=[CH:39][C:6]=1[CH2:7][CH2:8][C:9]1[C:14]([C:15]([F:18])([F:17])[F:16])=[CH:13][N:12]=[C:11]([NH:19][C:20]2[CH:25]=[CH:24][C:23]([CH:26]3[CH2:31][CH2:30][N:29]([C:32]([O:34][C:35]([CH3:38])([CH3:37])[CH3:36])=[O:33])[CH2:28][CH2:27]3)=[CH:22][CH:21]=2)[N:10]=1.O[Li].O.O.C1COCC1>CO>[C:35]([O:34][C:32]([N:29]1[CH2:28][CH2:27][CH:26]([C:23]2[CH:22]=[CH:21][C:20]([NH:19][C:11]3[N:10]=[C:9]([CH2:8][CH2:7][C:6]4[CH:39]=[CH:40][C:41]([C:43]([F:44])([F:46])[F:45])=[CH:42][C:5]=4[CH2:4][C:3]([OH:47])=[O:2])[C:14]([C:15]([F:16])([F:18])[F:17])=[CH:13][N:12]=3)=[CH:25][CH:24]=2)[CH2:31][CH2:30]1)=[O:33])([CH3:38])([CH3:36])[CH3:37] |f:1.2|. Reaction SMILES: [ClH:1].[N+:2]([C:5]1[CH:12]=[CH:11][C:8]([CH2:9][NH2:10])=[CH:7][CH:6]=1)([O-:4])=[O:3].C(N(C(C)C)CC)(C)C.[NH:22](C(OC(C)(C)C)=O)[CH2:23][C:24]([O:26]N1C(=O)CCC1=O)=[O:25]>ClCCl>[NH2:22][CH2:23][CH:24]([OH:26])=[O:25].[ClH:1].[N+:2]([C:5]1[CH:6]=[CH:7][C:8]([CH2:9][NH-:10])=[CH:11][CH:12]=1)([O-:4])=[O:3] |f:0.1,5.6.7|. The solvent is ClCCl (dichloromethane). Procedure: 4-Nitrobenzylamine hydrochloride (1 g; 5.3 mmol) and diisopropylethylamine (1.8 ml; 10.6 mmol) were dissolved in 70 ml of dichloromethane at RT. BOC-Gly-OSu (1.44 g; 5.3 mmol) was added and the solution was stirred at RT overnight. After evaporating the solvent in a rotary evaporator, the residue was taken up in 50 ml of ethyl acetate and extracted in each case 2× with 5% KHSO4, 5% NaHCO3 and distilled water. The organic phase was dried over Na2SO4, the solvent was evaporated and toluene was the... Conditions: time 8 hour. Reactants: Cl.[N+](=O)([O-])C1=CC=C(CN)C=C1 (4-Nitrobenzylamine hydrochloride), C(C)(C)N(CC)C(C)C (diisopropylethylamine), N(CC(=O)ON1C(=O)CCC1=O)C(=O)OC(C)(C)C (BOC-Gly-OSu). Product: 1H-Gly 4-Nitrobenzylamide hydrochloride.